Dataset: the Open Reaction Database (ORD), a public repository of structured organic reaction records. Task: describe an organic reaction: reactants, conditions, products, and yield Starting materials: Cc1c(C(=O)NCc2cccc(I)c2)c2cccc(F)c2c(=O)n1NC(=O)OC(C)(C)C, CC#N. The product is Cc1c(C(=O)NCc2cccc(I)c2)c2cccc(F)c2c(=O)n1N. As a reaction SMILES: [C:1]([O:2][C:3](=[O:4])[NH:7][n:8]1[c:9](=[O:31])[c:10]2[c:11]([F:30])[cH:12][cH:13][cH:14][c:15]2[c:16]([C:19]([NH:20][CH2:21][c:22]2[cH:23][c:24]([I:28])[cH:25][cH:26][cH:27]2)=[O:29])[c:17]1[CH3:18])([CH3:5])([CH3:6])[CH3:32].[CH3:33][C:34]#[N:35]>>[NH2:7][n:8]1[c:9](=[O:31])[c:10]2[c:11]([F:30])[cH:12][cH:13][cH:14][c:15]2[c:16]([C:19]([NH:20][CH2:21][c:22]2[cH:23][c:24]([I:28])[cH:25][cH:26][cH:27]2)=[O:29])[c:17]1[CH3:18]. Starting materials: monohydrate, Br (hydrobromic acid), 22.3, Cl.Cl.FC1=CC=C(C=C1)CN1C(=NC2=C1C=CC(=C2)OC)CC2CCNCC2 (1-[(4-fluorophenyl)methyl]-5-methoxy-2-(4-piperidinylmethyl)-1H-benzimidazole dihydrochloride). Run in O (water). Product: 15.7, FC1=CC=C(C=C1)CN1C(=NC2=C1C=CC(=C2)O)CC2CCNCC2 (1-[(4-fluorophenyl)methyl]-2-(4-piperidinylmethyl)-1H-benzimidazol-5-ol). The yield is 92.0%. RXN SMILES: Cl.Cl.[F:3][C:4]1[CH:9]=[CH:8][C:7]([CH2:10][N:11]2[C:15]3[CH:16]=[CH:17][C:18]([O:20]C)=[CH:19][C:14]=3[N:13]=[C:12]2[CH2:22][CH:23]2[CH2:28][CH2:27][NH:26][CH2:25][CH2:24]2)=[CH:6][CH:5]=1.Br>O>[F:3][C:4]1[CH:5]=[CH:6][C:7]([CH2:10][N:11]2[C:15]3[CH:16]=[CH:17][C:18]([OH:20])=[CH:19][C:14]=3[N:13]=[C:12]2[CH2:22][CH:23]2[CH2:28][CH2:27][NH:26][CH2:25][CH2:24]2)=[CH:8][CH:9]=1 |f:0.1.2|. Reported procedure: A solution of 22.3 parts of 1-[(4-fluorophenyl)methyl]-5-methoxy-2-(4-piperidinylmethyl)-1H-benzimidazole dihydrochloride.monohydrate in 75 parts of a hydrobromic acid solution 48% in water was stirred and refluxed for 18 hours. The whole was slightly cooled and evaporated. The residue was dissolved in water. The solution was treated with an ammonium hydroxide solution. The product was extracted three times with trichloromethane. The combined organic layers were washed with water, dried, filtere... Reactants: COc1cc2c(cc1C(F)(F)F)NCC2, CN(C)C=O, O=C(Nc1cc2c(c(-c3cccnc3)c1)OCC2)Oc1ccccc1. Yields the product COc1cc2c(cc1C(F)(F)F)N(C(=O)Nc1cc3c(c(-c4cccnc4)c1)OCC3)CC2. RXN SMILES: [CH3:26][O:27][c:28]1[cH:29][c:30]2[c:34]([cH:35][c:36]1[C:37]([F:38])([F:39])[F:40])[NH:33][CH2:32][CH2:31]2.[O:41]=[CH:42][N:43]([CH3:44])[CH3:45].[n:1]1[cH:2][c:3](-[c:7]2[cH:8][c:9]([NH:16][C:17]([O:18][c:19]3[cH:20][cH:21][cH:22][cH:23][cH:24]3)=[O:25])[cH:10][c:11]3[c:15]2[O:14][CH2:13][CH2:12]3)[cH:4][cH:5][cH:6]1>>[n:1]1[cH:2][c:3](-[c:7]2[cH:8][c:9]([NH:16][C:17](=[O:25])[N:33]3[CH2:32][CH2:31][c:30]4[cH:29][c:28]([O:27][CH3:26])[c:36]([C:37]([F:38])([F:39])[F:40])[cH:35][c:34]43)[cH:10][c:11]3[c:15]2[O:14][CH2:13][CH2:12]3)[cH:4][cH:5][cH:6]1.